This data is from the Open Reaction Database (ORD), a public repository of structured organic reaction records. The task is: describe an organic reaction: reactants, conditions, products, and yield Reaction SMILES: [NH2:1][C:2]1[CH:7]=[C:6]([C:8]([C:10]2[CH:15]=[CH:14][CH:13]=[CH:12][CH:11]=2)=[O:9])[CH:5]=[C:4]([NH2:16])[N:3]=1.C1(C)C=C(C)C=C(C)C=1S([NH:28]O)(=O)=O.[S:31]1[CH:35]=[CH:34][N:33]=[C:32]1[CH:36]=O>>[NH2:16][C:4]1[N:3]2[N:28]=[C:36]([C:32]3[S:31][CH:35]=[CH:34][N:33]=3)[N:1]=[C:2]2[CH:7]=[C:6]([C:8]([C:10]2[CH:15]=[CH:14][CH:13]=[CH:12][CH:11]=2)=[O:9])[CH:5]=1. Procedure details: The title compound, MS m/e (%): 322 (M+H+, 100), was prepared in accordance with the general method of example 373 from (2,6-diamino-pyridin-4-yl)-phenyl-methanone, o-mesitylene-sulfonylhydroxylamine, and thiazole-2-carbaldehyde. The purification was performed with reversed phase HPLC eluting with an acetonitrile/water gradient. Starting materials: NC1=NC(=CC(=C1)C(=O)C1=CC=CC=C1)N ((2,6-diamino-pyridin-4-yl)-phenyl-methanone), C1(=C(C(=CC(=C1)C)C)S(=O)(=O)NO)C (o-mesitylene-sulfonylhydroxylamine), S1C(=NC=C1)C=O (thiazole-2-carbaldehyde). The product is NC1=CC(=CC=2N1N=C(N2)C=2SC=CN2)C(=O)C2=CC=CC=C2 ((5-Amino-2-thiazol-2-yl-[1,2,4]triazolo[1,5-a]pyridin-7-yl)-phenyl-methanone). Starting materials: ( 2 ), Cl (hydrogen chloride), C=C1C2=C(CCC3=C1C=CC=C3)C=CC=C2 (10,11-dihydro-5-methylene-5H-dibenzo[a,d]cycloheptene), C=O (paraformaldehyde). Solvent: C(C)(=O)O (acetic acid). The product is ClCC=C1C2=C(CCC3=C1C=CC=C3)C=CC=C2 (5-(2-chloroethylidene)-10,11-dihydro-5H-dibenzo[a,d]cycloheptene). As a reaction SMILES: [ClH:1].[CH2:2]=[C:3]1[C:9]2[CH:10]=[CH:11][CH:12]=[CH:13][C:8]=2[CH2:7][CH2:6][C:5]2[CH:14]=[CH:15][CH:16]=[CH:17][C:4]1=2.[CH2:18]=O>C(O)(=O)C>[Cl:1][CH2:18][CH:2]=[C:3]1[C:4]2[CH:17]=[CH:16][CH:15]=[CH:14][C:5]=2[CH2:6][CH2:7][C:8]2[CH:13]=[CH:12][CH:11]=[CH:10][C:9]1=2. Reported procedure: In the same manner as in (2) in Example 2, hydrogen chloride gas was bubbled into the mixture of 20.6 g (0.1 mol) of 10,11-dihydro-5-methylene-5H-dibenzo[a,d]cycloheptene (4c), 41 g of acetic acid, and 4.5 g (0.15 mol) of paraformaldehyde. After reaction was conducted, the reaction product was extracted with toluene, neutralized with a saturated sodium bicarbonate solution, and washed with water. Further, this product was dried with sodium sulfate anhydride, concentrated and then recrystallized ...